From a dataset of the Open Reaction Database (ORD), a public repository of structured organic reaction records. describe an organic reaction: reactants, conditions, products, and yield Starting materials: CC(=O)Cl, COc1cc2c(c3c1OC(C)(C)C3)C(c1cccc(Nc3cccnc3)c1)=NC(C)(C)C2, CN(C)C=O, [H-], [Na+], O. The product is COc1cc2c(c3c1OC(C)(C)C3)C(c1cccc(N(C(C)=O)c3cccnc3)c1)=NC(C)(C)C2. RXN SMILES: [CH3:35][C:36]([Cl:37])=[O:38].[CH3:3][O:4][c:5]1[cH:6][c:7]2[c:12]([c:13]3[c:14]1[O:15][C:16]([CH3:18])([CH3:19])[CH2:17]3)[C:11]([c:20]1[cH:21][c:22]([NH:26][c:27]3[cH:28][n:29][cH:30][cH:31][cH:32]3)[cH:23][cH:24][cH:25]1)=[N:10][C:9]([CH3:33])([CH3:34])[CH2:8]2.[CH3:40][N:41]([CH3:42])[CH:43]=[O:44].[H-:1].[Na+:2].[OH2:39]>>[CH3:3][O:4][c:5]1[cH:6][c:7]2[c:12]([c:13]3[c:14]1[O:15][C:16]([CH3:18])([CH3:19])[CH2:17]3)[C:11]([c:20]1[cH:21][c:22]([N:26]([c:27]3[cH:28][n:29][cH:30][cH:31][cH:32]3)[C:36]([CH3:35])=[O:38])[cH:23][cH:24][cH:25]1)=[N:10][C:9]([CH3:33])([CH3:34])[CH2:8]2. Procedure details: In 100 ml of methyl-ethyl-ketone 4.2 g (2 (20 millimoles) of 6,7-dihydroxy-2,2-dimenthyl-4chromanone are dissolved. To the solution 4.1 (30 millimoles) of potassium carbonate and 4.7 g (2.4 ml, 30 millimoles) of ethyl iodide are added and the reaction mixture is heated to boiling for 3 hours. The reaction mixture is worked up according to Example 17. Thus 4.0 g of the title compound are obtained, yield 85%. Mp.: 129°-130° C. Reaction SMILES: [OH:1][C:2]1[CH:3]=[C:4]2[C:9](=[CH:10][C:11]=1[OH:12])[O:8][C:7]([CH:23]1C(C(C)C)CCC(C)C1)([CH:13]1C(C(C)C)CCC(C)C1)[CH2:6][C:5]2=[O:33].C(=O)([O-])[O-].[K+].[K+].[CH2:40](I)[CH3:41]>CC(CC)=O>[OH:1][C:2]1[CH:3]=[C:4]2[C:9](=[CH:10][C:11]=1[O:12][CH2:40][CH3:41])[O:8][C:7]([CH3:13])([CH3:23])[CH2:6][C:5]2=[O:33] |f:1.2.3|. Isolated yield 85.0%. The reactants are solution 4.1, C([O-])([O-])=O.[K+].[K+] (potassium carbonate), C(C)I (ethyl iodide), 2, OC=1C=C2C(CC(OC2=CC1O)(C1CC(CCC1C(C)C)C)C1CC(CCC1C(C)C)C)=O (6,7-dihydroxy-2,2-dimenthyl-4chromanone). Conditions: time 3 hour. Solvent: CC(=O)CC (methyl-ethyl-ketone). Product: OC=1C=C2C(CC(OC2=CC1OCC)(C)C)=O (6-hydroxy-7-ethoxy-2,2-dimethyl-4-chromanone). Solvent: ClCCl (dichloromethane). Product: BrCC=1CS([C@H]2N(C1C(=O)O[Si](C)(C)C)C(C2NC(CC2=CC=CC=C2)=O)=O)=O (trimethylsilyl 3-bromomethyl-7-phenylacetamido-3-cephem-4-carboxylate-1-oxide). Reactants: CC=1CS([C@H]2N(C1C(=O)O)C(C2NC(CC2=CC=CC=C2)=O)=O)=O (3-methyl-7-phenylacetamido-3-cephem-4-carboxylic acid-1-oxide), C[Si](N1C(OCC1)=O)(C)C (N-trimethylsilyl-2-oxazolidinone), BrN1C(CCC1=O)=O (N-bromosuccinimide). Yield: 48.0%. Procedure details: A mixture consisting of 753 mg (2.16 mmoles) of 3-methyl-7-phenylacetamido-3-cephem-4-carboxylic acid-1-oxide, 785 mg (4.94 mmoles) of N-trimethylsilyl-2-oxazolidinone and 70 ml of dichloromethane was refluxed for 2 hours, after which a clear, almost colorless solution was obtained. This was cooled in an ice-bath and bromination was carried out in half an hour using 624.5 mg (3.51 mmoles) of N-bromosuccinimide as the brominating agent to obtain a yield of 48% of trimethylsilyl 3-bromomethyl-7-ph... As a reaction SMILES: [CH3:1][C:2]1[CH2:3][S:4](=[O:24])[C@@H:5]2[CH:12]([NH:13][C:14](=[O:22])[CH2:15][C:16]3[CH:21]=[CH:20][CH:19]=[CH:18][CH:17]=3)[C:11](=[O:23])[N:6]2[C:7]=1[C:8]([OH:10])=[O:9].[CH3:25][Si:26]([CH3:34])([CH3:33])N1CCOC1=O.[Br:35]N1C(=O)CCC1=O>ClCCl>[Br:35][CH2:1][C:2]1[CH2:3][S:4](=[O:24])[C@@H:5]2[CH:12]([NH:13][C:14](=[O:22])[CH2:15][C:16]3[CH:17]=[CH:18][CH:19]=[CH:20][CH:21]=3)[C:11](=[O:23])[N:6]2[C:7]=1[C:8]([O:10][Si:26]([CH3:34])([CH3:33])[CH3:25])=[O:9]. Reactants: Cl (HCl), FC1=C(C=C(C(=C1)F)C)B1OC(C(O1)(C)C)(C)C (2-(2,4-difluoro-5-methyl-phenyl)-4,4,5,5-tetramethyl-1,3,2-dioxaborolane), [OH-].[Na+] (NaOH), OO (H2O2). Solvent: C1CCOC1 (THF). Conditions: time 4 hour. The product is FC1=C(C=C(C(=C1)F)C)O (2,4-Difluoro-5-methyl-phenol). The yield is 66.9%. As a reaction SMILES: [F:1][C:2]1[CH:7]=[C:6]([F:8])[C:5]([CH3:9])=[CH:4][C:3]=1B1OC(C)(C)C(C)(C)O1.[OH-:19].[Na+].OO.Cl>C1COCC1>[F:1][C:2]1[CH:7]=[C:6]([F:8])[C:5]([CH3:9])=[CH:4][C:3]=1[OH:19] |f:1.2|. Procedure: To a solution of 2-(2,4-difluoro-5-methyl-phenyl)-4,4,5,5-tetramethyl-1,3,2-dioxaborolane (2.24 g, 8.82 mmol, 1.0 eq) in a mixture of NaOH (1M aqueous solution, 26.4 mL, 26.4 mmol, 3.0 eq) and THF (20 mL) at 0° C. was added H2O2 (3 g, 26.4 mmol, 3 eq). The reaction mixture was stirred at room temperature for 4 h, then the pH of the reaction mixture was adjusted to pH 5 by addition of 1M HCl. The aqueous layer was extracted with EtOAc and the combined organic extracts were washed with water and b... Solvent: CO (MeOH). Starting materials: CCOCC (Et2O), CC(=CC(=O)OC)C (methyl 3-methylbut-2-enoate), SCCC(=O)OC (methyl 3-mercaptopropanoate), N1CCCCC1 (piperidine). Procedure: To a well-stirred mixture of methyl 3-methylbut-2-enoate (50.0 g, 438 mmol), 40% Triton B in MeOH (5 mL) and piperidine (4 mL) were added dropwise at 0° C., then methyl 3-mercaptopropanoate (50 g, 396 mmol) was added. After stirring for 24 h at 60° C., Et2O (500 mL) was added, and the organic phase washed thoroughly with 10% H2SO4 (150 mL), sat. NaHCO3 (150 mL), and brine (200 mL) successively, dried over Na2SO4 and evaporated under vacuum to give the title compound as a colorless oil (90.1 g, 9... Yields the product COC(CC(C)(C)SCCC(=O)OC)=O (3-(2-Methoxycarbonyl-ethylsulfanyl)-3-methyl-butyric acid methyl ester). Yield: 97.1%. Reaction SMILES: [CH3:1][C:2]([CH3:8])=[CH:3][C:4]([O:6][CH3:7])=[O:5].N1CCCCC1.[SH:15][CH2:16][CH2:17][C:18]([O:20][CH3:21])=[O:19].CCOCC>CO>[CH3:7][O:6][C:4](=[O:5])[CH2:3][C:2]([S:15][CH2:16][CH2:17][C:18]([O:20][CH3:21])=[O:19])([CH3:8])[CH3:1]. Conditions: temperature 60 celsius, time 24 hour.